This data is from the Open Reaction Database (ORD), a public repository of structured organic reaction records. The task is: describe an organic reaction: reactants, conditions, products, and yield Starting materials: CC(C)(C)[O-], CCOC(C)=O, CS(C)=O, Oc1cccc(F)c1, N#Cc1cccc(F)c1, [K+], O. Product: N#Cc1cccc(Oc2cccc(F)c2)c1. Reaction SMILES: [CH3:18][C:19]([CH3:20])([O-:21])[CH3:22].[CH3:24][CH2:25][O:26][C:27](=[O:28])[CH3:29].[CH3:30][S:31]([CH3:32])=[O:33].[F:1][c:2]1[cH:3][c:4]([OH:8])[cH:5][cH:6][cH:7]1.[F:9][c:10]1[cH:11][c:12]([C:13]#[N:14])[cH:15][cH:16][cH:17]1.[K+:23].[OH2:34]>>[F:1][c:2]1[cH:3][c:4]([O:8][c:10]2[cH:11][c:12]([C:13]#[N:14])[cH:15][cH:16][cH:17]2)[cH:5][cH:6][cH:7]1. The reactants are FC=1C=C(NC2=NC=NC3=CC=C(C=C23)C2=CC=C(O2)C=O)C=CC1OCC1=CC(=CC=C1)F (5-(4-{3-fluoro-4-(3-fluorobenzyloxy)anilino}-6-quinazolinyl)-furan-2-carbaldehyde), CS(=O)(=O)CCN (2-methanesulphonyl-ethylamine). Yields the product FC=1C=C(C=CC1OCC1=CC(=CC=C1)F)NC1=NC=NC2=CC=C(C=C12)C=1OC(=CC1)CNCCS(=O)(=O)C (N-{3-fluoro-4-[(3-fluorobenzyl)oxy]phenyl}-6-[5-({[2-(methanesulphonyl)ethyl]amino}methyl)-2-furyl]-4-quinazolinamine). RXN SMILES: [F:1][C:2]1[CH:3]=[C:4]([CH:23]=[CH:24][C:25]=1[O:26][CH2:27][C:28]1[CH:33]=[CH:32][CH:31]=[C:30]([F:34])[CH:29]=1)[NH:5][C:6]1[C:15]2[C:10](=[CH:11][CH:12]=[C:13]([C:16]3[O:20][C:19]([CH:21]=O)=[CH:18][CH:17]=3)[CH:14]=2)[N:9]=[CH:8][N:7]=1.[CH3:35][S:36]([CH2:39][CH2:40][NH2:41])(=[O:38])=[O:37]>>[F:1][C:2]1[CH:3]=[C:4]([NH:5][C:6]2[C:15]3[C:10](=[CH:11][CH:12]=[C:13]([C:16]4[O:20][C:19]([CH2:21][NH:41][CH2:40][CH2:39][S:36]([CH3:35])(=[O:38])=[O:37])=[CH:18][CH:17]=4)[CH:14]=3)[N:9]=[CH:8][N:7]=2)[CH:23]=[CH:24][C:25]=1[O:26][CH2:27][C:28]1[CH:33]=[CH:32][CH:31]=[C:30]([F:34])[CH:29]=1. Procedure: Prepared according to Procedure D from 5-(4-{3-fluoro-4-(3-fluorobenzyloxy)anilino}-6-quinazolinyl)-furan-2-carbaldehyde (0.6 equiv) and 2-methanesulphonyl-ethylamine (1 equiv). 1H NMR 400 MHz (DMSO-d6) 9.61 (bs, 2H); 9.28 (bs, 1H); 8.80 (s, 1H); 8.34 (d, 1H); 7.87 (m, 2H); 7.59 (d, 1H); 7.44 (m, 1H); 7.2-7.38 (m, 4H); 7.18 (m, 1H); 6.83 (s, 1H); 5.25 (s, 2H); 4.42 (s, 2H); 3.60 (m, 2H); 3.45 (m, 2H, obscured by water peak); 3.16 (s, 3H); MS m/z 565 (M+1). Starting materials: COCN(c1nc(-c2cccc(Br)c2)cs1)S(=O)(=O)c1ccc(C)cc1, O=C([O-])[O-], Cc1ccccc1, [Cl-], [K+], [K+], [Li+], O, OB(O)Oc1ccccc1, c1ccc(P(c2ccccc2)(c2ccccc2)[Pd](P(c2ccccc2)(c2ccccc2)c2ccccc2)(P(c2ccccc2)(c2ccccc2)c2ccccc2)P(c2ccccc2)(c2ccccc2)c2ccccc2)cc1. The product is COCN(c1nc(-c2cccc(-c3ccccc3)c2)cs1)S(=O)(=O)c1ccc(C)cc1. Reaction SMILES: [Br:1][c:2]1[cH:3][c:4](-[c:8]2[n:9][c:10]([N:13]([S:14](=[O:15])(=[O:16])[c:17]3[cH:18][cH:19][c:20]([CH3:23])[cH:21][cH:22]3)[CH2:24][O:25][CH3:26])[s:11][cH:12]2)[cH:5][cH:6][cH:7]1.[C:39](=[O:40])([O-:41])[O-:42].[CH3:45][c:46]1[cH:47][cH:48][cH:49][cH:50][cH:51]1.[Cl-:28].[K+:43].[K+:44].[Li+:27].[OH2:129].[c:29]1([O:35][B:36]([OH:37])[OH:38])[cH:30][cH:31][cH:32][cH:33][cH:34]1.[cH:52]1[cH:53][cH:54][c:55]([P:56]([Pd:57]([P:58]([c:59]2[cH:60][cH:61][cH:62][cH:63][cH:64]2)([c:65]2[cH:66][cH:67][cH:68][cH:69][cH:70]2)[c:71]2[cH:72][cH:73][cH:74][cH:75][cH:76]2)([P:77]([c:78]2[cH:79][cH:80][cH:81][cH:82][cH:83]2)([c:84]2[cH:85][cH:86][cH:87][cH:88][cH:89]2)[c:90]2[cH:91][cH:92][cH:93][cH:94][cH:95]2)[P:96]([c:97]2[cH:98][cH:99][cH:100][cH:101][cH:102]2)([c:103]2[cH:104][cH:105][cH:106][cH:107][cH:108]2)[c:109]2[cH:110][cH:111][cH:112][cH:113][cH:114]2)([c:115]2[cH:116][cH:117][cH:118][cH:119][cH:120]2)[c:121]2[cH:122][cH:123][cH:124][cH:125][cH:126]2)[cH:127][cH:128]1>>[c:2]1(-[c:29]2[cH:30][cH:31][cH:32][cH:33][cH:34]2)[cH:3][c:4](-[c:8]2[n:9][c:10]([N:13]([S:14](=[O:15])(=[O:16])[c:17]3[cH:18][cH:19][c:20]([CH3:23])[cH:21][cH:22]3)[CH2:24][O:25][CH3:26])[s:11][cH:12]2)[cH:5][cH:6][cH:7]1.